Dataset: the Open Reaction Database (ORD), a public repository of structured organic reaction records. Task: describe an organic reaction: reactants, conditions, products, and yield Starting materials: O=C([O-])[O-], CN(C)C=O, CC1(C2CCCC2)Cc2cc(O)c(Cl)c(Cl)c2C1=O, O=S(=O)(Cl)C(F)(F)F, [K+], [K+], O. The product is CC1(C2CCCC2)Cc2cc(OS(=O)(=O)C(F)(F)F)c(Cl)c(Cl)c2C1=O. As a reaction SMILES: [C:20](=[O:21])([O-:22])[O-:23].[CH3:35][N:36]([CH3:37])[CH:38]=[O:39].[Cl:1][c:2]1[c:3]([OH:19])[cH:4][c:5]2[c:9]([c:10]1[Cl:11])[C:8](=[O:12])[C:7]([CH3:13])([CH:14]1[CH2:15][CH2:16][CH2:17][CH2:18]1)[CH2:6]2.[F:26][C:27]([S:28](=[O:29])(=[O:30])[Cl:31])([F:32])[F:33].[K+:24].[K+:25].[OH2:34]>>[Cl:1][c:2]1[c:3]([O:19][S:28]([C:27]([F:26])([F:32])[F:33])(=[O:29])=[O:30])[cH:4][c:5]2[c:9]([c:10]1[Cl:11])[C:8](=[O:12])[C:7]([CH3:13])([CH:14]1[CH2:15][CH2:16][CH2:17][CH2:18]1)[CH2:6]2. Starting materials: CCOc1cc(C(CC(=O)O)N2C(=O)c3cc4ccccc4cc3C2=O)ccc1OC, Cl, NO, C1CCOC1. The product is CCOc1cc(C(CC(=O)NO)N2C(=O)c3cc4ccccc4cc3C2=O)ccc1OC. As a reaction SMILES: [CH2:1]([CH3:2])[O:3][c:4]1[cH:5][c:6]([CH:12]([CH2:13][C:14](=[O:15])[OH:16])[N:17]2[C:18](=[O:31])[c:19]3[cH:20][c:21]4[c:22]([cH:23][c:24]3[C:25]2=[O:26])[cH:27][cH:28][cH:29][cH:30]4)[cH:7][cH:8][c:9]1[O:10][CH3:11].[ClH:32].[NH2:33][OH:34].[O:35]1[CH2:36][CH2:37][CH2:38][CH2:39]1>>[CH2:1]([CH3:2])[O:3][c:4]1[cH:5][c:6]([CH:12]([CH2:13][C:14](=[O:15])[NH:33][OH:34])[N:17]2[C:18](=[O:31])[c:19]3[cH:20][c:21]4[c:22]([cH:23][c:24]3[C:25]2=[O:26])[cH:27][cH:28][cH:29][cH:30]4)[cH:7][cH:8][c:9]1[O:10][CH3:11]. Reactants: Fc1ccc(Br)cn1, [Li]CCCC, COc1cccnc1C(=O)N(C)OC, CC(C)NC(C)C, C1CCOC1. The product is COc1cccnc1C(=O)c1cc(Br)cnc1F. As a reaction SMILES: [Br:13][c:14]1[cH:15][cH:16][c:17]([F:20])[n:18][cH:19]1.[CH2:8]([Li:9])[CH2:10][CH2:11][CH3:12].[CH3:21][O:22][N:23]([C:24](=[O:25])[c:26]1[n:27][cH:28][cH:29][cH:30][c:31]1[O:32][CH3:33])[CH3:34].[CH:1]([NH:2][CH:3]([CH3:4])[CH3:5])([CH3:6])[CH3:7].[O:35]1[CH2:36][CH2:37][CH2:38][CH2:39]1>>[Br:13][c:14]1[cH:15][c:16]([C:24](=[O:25])[c:26]2[n:27][cH:28][cH:29][cH:30][c:31]2[O:32][CH3:33])[c:17]([F:20])[n:18][cH:19]1. Reactants: FC(C1(CC1)C1=CC=C(C=C1)S(=O)(=O)Cl)(F)F (4-[1-(trifluoromethyl)-cyclopropyl]benzenesulfonyl chloride), BrC=1C=CC2=C(N(CC3=C(N2)N=C(C=C3)C(F)(F)F)S(=O)(=O)C3=CC=C(C=C3)C(C)(C)C)C1 (8-bromo-6-[(4-tert-butylphenyl)sulfonyl]-2-(trifluoromethyl)-6,11-dihydro-5H-pyrido[2,3-b][1,5]benzodiazepine), FC(C1(CC1)C1=CC=C(C=C1)S(=O)(=O)Cl)(F)F (4-[1-(trifluoromethyl)-cyclopropyl]benzenesulfonyl chloride), C(C)(C)(C)C1=CC=C(C=C1)S(=O)(=O)Cl ((4-tert-butylphenyl)-sulfonyl chloride), IC=1C=CC2=C(NCC3=C(N2)N=C(C=C3)C(F)(F)F)C1 (8-iodo-2-(trifluoromethyl)-6,11-dihydro-5H-pyrido[2,3-b][1,5]benzodiazepine), IC=1C=CC2=C(NCC3=C(N2)N=C(C=C3)C(F)(F)F)C1 (8-iodo-2-(trifluoromethyl)-6,11-dihydro-5H-pyrido[2,3-b][1,5]benzodiazepine), BrC=1C=CC2=C(NCC3=C(N2)N=C(C=C3)C(F)(F)F)C1 (8-bromo-2-(trifluoromethyl)-6,11-dihydro-5H-pyrido[2,3-b][1,5]benzodiazepine). The product is IC=1C=CC2=C(N(CC3=C(N2)N=C(C=C3)C(F)(F)F)S(=O)(=O)C3=CC=C(C=C3)C3(CC3)C(F)(F)F)C1 (8-Iodo-2-(trifluoromethyl)-6-({4-[1-(trifluoromethyl)cyclopropyl]phenyl}sulfonyl)-6,11-dihydro-5H-pyrido[2,3-b][1,5]benzodiazepine). Reaction SMILES: BrC1C=CC2NC3N=C(C(F)(F)F)C=CC=3CN(S(C3C=CC(C(C)(C)C)=CC=3)(=O)=O)C=2C=1.[I:34][C:35]1[CH:36]=[CH:37][C:38]2[NH:44][C:43]3[N:45]=[C:46]([C:49]([F:52])([F:51])[F:50])[CH:47]=[CH:48][C:42]=3[CH2:41][NH:40][C:39]=2[CH:53]=1.[F:54][C:55]([F:70])([F:69])[C:56]1([C:59]2[CH:64]=[CH:63][C:62]([S:65](Cl)(=[O:67])=[O:66])=[CH:61][CH:60]=2)[CH2:58][CH2:57]1.BrC1C=CC2NC3N=C(C(F)(F)F)C=CC=3CNC=2C=1.C(C1C=CC(S(Cl)(=O)=O)=CC=1)(C)(C)C>>[I:34][C:35]1[CH:36]=[CH:37][C:38]2[NH:44][C:43]3[N:45]=[C:46]([C:49]([F:52])([F:50])[F:51])[CH:47]=[CH:48][C:42]=3[CH2:41][N:40]([S:65]([C:62]3[CH:61]=[CH:60][C:59]([C:56]4([C:55]([F:54])([F:69])[F:70])[CH2:58][CH2:57]4)=[CH:64][CH:63]=3)(=[O:67])=[O:66])[C:39]=2[CH:53]=1. Procedure: The title compound was prepared following procedure described for intermediate 53 substituting 8-iodo-2-(trifluoromethyl)-6,11-dihydro-5H-pyrido[2,3-b][1,5]benzodiazepine (intermediate 37) and 4-[1-(trifluoromethyl)-cyclopropyl]benzenesulfonyl chloride (intermediate 48) for 8-bromo-2-(trifluoromethyl)-6,11-dihydro-5H-pyrido[2,3-b][1,5]benzodiazepine, and [(4-tert-butylphenyl)-sulfonyl chloride. LC/MS: m/e 639.8 (M+H)+. 1H NMR (500 MHz, CDCl3): δ 7.93 (1H, d, J=2.1 Hz), 7.58 (1H, d, J=7.8 Hz), 7.... The reactants are FC1=CC=C(C(=O)C2=C(C=NC=C2)C(=O)OC)C=C1 (4-(4-fluorobenzoyl)-3-carbomethoxypyridine), [H-].[Na+] (NaH), N1C=NC=C1 (imidazole). The solvent is CN(C)C=O (DMF), CN(C)C=O (DMF). Yields the product N1(C=NC=C1)C1=CC=C(C(=O)C2=C(C=NC=C2)C(=O)OC)C=C1 (4-[4-(1H-imidazol-1-yl)benzoyl]-3-carbomethoxypyridine). RXN SMILES: F[C:2]1[CH:19]=[CH:18][C:5]([C:6]([C:8]2[CH:13]=[CH:12][N:11]=[CH:10][C:9]=2[C:14]([O:16][CH3:17])=[O:15])=[O:7])=[CH:4][CH:3]=1.[H-].[Na+].[NH:22]1[CH:26]=[CH:25][N:24]=[CH:23]1>CN(C=O)C>[N:22]1([C:2]2[CH:19]=[CH:18][C:5]([C:6]([C:8]3[CH:13]=[CH:12][N:11]=[CH:10][C:9]=3[C:14]([O:16][CH3:17])=[O:15])=[O:7])=[CH:4][CH:3]=2)[CH:26]=[CH:25][N:24]=[CH:23]1 |f:1.2|. Procedure: A solution of 4-(4-fluorobenzoyl)-3-carbomethoxypyridine (2.05 g, 7.91 mmol) in 20 mL of DMF is added dropwise to NaH (0.37 g, 9.10 mmol) and imidazole (0.54 g, 7.91 mmol) in 35 mL of DMF. Using the same reaction conditions and workup as those used in Example 13, leads to the recovery of crude product. Chromatographic purification on silica gel (using EtOAc-MeOH, 95:5 as the eluent) gives pure 4-[4-(1H-imidazol-1-yl)benzoyl]-3-carbomethoxypyridine. M.P. 135°-137° C. Starting materials: CO, Cl, O, O=C(NOC1CCCCO1)c1ccc2c(c1)CCN(C(=O)Cc1ccccn1)C2. Yields the product Cl, O=C(NO)c1ccc2c(c1)CCN(C(=O)Cc1ccccn1)C2. As a reaction SMILES: [CH3:32][OH:33].[ClH:30].[OH2:31].[n:1]1[c:2]([CH2:7][C:8](=[O:9])[N:10]2[CH2:11][c:12]3[cH:13][cH:14][c:15]([C:20](=[O:21])[NH:22][O:23][CH:24]4[CH2:25][CH2:26][CH2:27][CH2:28][O:29]4)[cH:16][c:17]3[CH2:18][CH2:19]2)[cH:3][cH:4][cH:5][cH:6]1>>[ClH:30].[n:1]1[c:2]([CH2:7][C:8](=[O:9])[N:10]2[CH2:11][c:12]3[cH:13][cH:14][c:15]([C:20](=[O:21])[NH:22][OH:23])[cH:16][c:17]3[CH2:18][CH2:19]2)[cH:3][cH:4][cH:5][cH:6]1. Reaction conditions: time 12 hour. Product: OC1=C(C=CC=C1[N+](=O)[O-])C(\C=C\C1=C(C=CC=C1)S(=O)(=O)C)=O ((E)-1-(2-hydroxy-3-nitrophenyl)-3-(2-(methylsulfonyl)phenyl)prop-2-en-1-one). Solvent: O (H2O). Reaction SMILES: O[O:2][S:3]([O-:5])=O.[K+].[OH:7][C:8]1[C:13]([N+:14]([O-:16])=[O:15])=[CH:12][CH:11]=[CH:10][C:9]=1[C:17](=[O:28])/[CH:18]=[CH:19]/[C:20]1[CH:25]=[CH:24][CH:23]=[CH:22][C:21]=1SC.[CH2:29]1COCC1.CO>O>[OH:7][C:8]1[C:13]([N+:14]([O-:16])=[O:15])=[CH:12][CH:11]=[CH:10][C:9]=1[C:17](=[O:28])/[CH:18]=[CH:19]/[C:20]1[CH:21]=[CH:22][CH:23]=[CH:24][C:25]=1[S:3]([CH3:29])(=[O:5])=[O:2] |f:0.1,3.4|. The reactants are OOS(=O)[O-].[K+] (OXONE), OC1=C(C=CC=C1[N+](=O)[O-])C(\C=C\C1=C(C=CC=C1)SC)=O ((E)-1-(2-hydroxy-3-nitrophenyl)-3-(2-(methylthio)phenyl)prop-2-en-1-one), C1CCOC1.CO (THF MeOH). Yield: 58.0%. Procedure: A solution of OXONE (3.7 g, 6 mmol) in H2O (15 ml) was added drop wise to a solution of (E)-1-(2-hydroxy-3-nitrophenyl)-3-(2-(methylthio)phenyl)prop-2-en-1-one 15 (315 mg, 1.0 mmol) in THF/MeOH (35 mL, 1:1) at room temperature. The reaction mixture was stirred for 12 h. The volatiles were removed under reduced pressure and the resulting precipitate was collected by filtration, rinsed with H2O and dried under vacuum. The crude residue was purified by flash chromatography eluting with CH2Cl2/MeOH ...